This data is from the Open Reaction Database (ORD), a public repository of structured organic reaction records. The task is: describe an organic reaction: reactants, conditions, products, and yield Starting materials: C1CCOS1(=O)=O (propane sultone), FC=1C=C2CCCNC2=CC1 (6-fluoro-1,2,3,4-tetrahydroquinoline), C1CCOS1(=O)=O (propane sultone). Run in CC(=O)C (acetone), CC(=O)C (acetone). Reaction conditions: temperature 150 celsius. Product: FC=1C=C2CCCN(C2=CC1)CCCS(=O)(=O)O (3-(6-fluoro-1,2,3,4-tetrahydro-1-quinolyl)-propanesulfonic acid). RXN SMILES: [F:1][C:2]1[CH:3]=[C:4]2[C:9](=[CH:10][CH:11]=1)[NH:8][CH2:7][CH2:6][CH2:5]2.[CH2:12]1[S:16](=[O:18])(=[O:17])[O:15][CH2:14][CH2:13]1>CC(C)=O>[F:1][C:2]1[CH:3]=[C:4]2[C:9](=[CH:10][CH:11]=1)[N:8]([CH2:14][CH2:13][CH2:12][S:16]([OH:18])(=[O:17])=[O:15])[CH2:7][CH2:6][CH2:5]2. Procedure details: To 6,05 g (40 mMol) 6-fluoro-1,2,3,4-tetrahydroquinoline in 20 ml acetone, 5.9 g (48 mMol) of propane sultone dissolved in 20 ml acetone are added dropwise for a period of 40 minutes at 50° to 60° C. After 24 hours of refluxing and again after 48 hours a further 5.9 g of propane sultone are added. After a total of 60 hours of refluxing, the reaction mixture is concentrated by evaporation and the volatile components are removed in high vacuum (0.01 torr) by heating to about 150° C. The residue is...